From a dataset of the Open Reaction Database (ORD), a public repository of structured organic reaction records. describe an organic reaction: reactants, conditions, products, and yield Procedure details: At 24°, toluene-4-sulfonic acid monohydrate (1.11 g, 0.4 mmol) was added to a solution of (E)-3-methoxy-2-[(E)-2-[(R)- and (S)-3-(tetrahydro-pyran-2-yloxy)-propenyl]-phenyl]-acrylic acid methyl ester (4.866 g, 14 mmol) in ethanol (70 ml). After the mixture was stirred for 6 h and neutralized with K2CO3 solution, the solvent was evaporated and the crude was dissolved in ethylacetate, washed with brine, water, and dried over Na2SO4. Evaporation of the solvent gave (E)-2-[2-(3-hydroxy-propenyl)-phe... Isolated yield 93.0%. Reaction SMILES: O.[C:2]1([CH3:12])[CH:7]=[CH:6][C:5](S(O)(=O)=O)=[CH:4][CH:3]=1.[CH3:13][O:14][C:15](=[O:18])[CH:16]=[CH2:17].[C:19]([O-])([O-])=[O:20].[K+].[K+].[CH2:25]([OH:27])[CH3:26]>>[CH3:13][O:14][C:15](=[O:18])/[C:16](/[C:3]1[CH:4]=[CH:5][CH:6]=[CH:7][C:2]=1[CH:12]=[CH:26][CH2:25][OH:27])=[CH:17]/[O:20][CH3:19] |f:0.1,3.4.5|. Product: COC(\C(=C\OC)\C1=C(C=CC=C1)C=CCO)=O ((E)-2-[2-(3-hydroxy-propenyl)-phenyl]-3-methoxy-acrylic acid methyl ester). Starting materials: O.C1(=CC=C(C=C1)S(=O)(=O)O)C (toluene-4-sulfonic acid monohydrate), COC(C=C)=O (acrylic acid methyl ester), C(C)O (ethanol), C(=O)([O-])[O-].[K+].[K+] (K2CO3). Starting materials: C(C(O)C(O)C(=O)O)(=O)O (Tartaric acid), NC1C(N(C2=C(CC1)C=CC=C2)CC(=O)OCC)=O (racemic 3-amino-1-ethoxycarbonylmethyl-2,3,4,5-tetrahydro-1H-[1]benzazepin-2-one). Reaction SMILES: [C:1]([OH:10])(=[O:9])[CH:2]([CH:4]([C:6]([OH:8])=[O:7])[OH:5])[OH:3].[NH2:11][CH:12]1[CH2:18][CH2:17][C:16]2[CH:19]=[CH:20][CH:21]=[CH:22][C:15]=2[N:14]([CH2:23][C:24]([O:26][CH2:27][CH3:28])=[O:25])[C:13]1=[O:29]>C(O)C>[C:6]([CH:4]([CH:2]([C:1]([OH:10])=[O:9])[OH:3])[OH:5])([OH:8])=[O:7].[NH2:11][C@H:12]1[CH2:18][CH2:17][C:16]2[CH:19]=[CH:20][CH:21]=[CH:22][C:15]=2[N:14]([CH2:23][C:24]([O:26][CH2:27][CH3:28])=[O:25])[C:13]1=[O:29] |f:3.4|. The product is C(=O)(O)C(O)C(O)C(=O)O.N[C@@H]1C(N(C2=C(CC1)C=CC=C2)CC(=O)OCC)=O (3-(S)-amino-1-ethoxycarbonylmethyl-2,3,4,5-tetrahydro-1H-[1]benzazepin-2-one tartrate salt). Procedure: Tartaric acid (12.6 g) and racemic 3-amino-1-ethoxycarbonylmethyl-2,3,4,5-tetrahydro-1H-[1]benzazepin-2-one (22 g) were dissolved in hot ethanol (200 ml). This solution was cooled and allowed to stand overnight at room temperature. The solid which precepitated was collected by filtration and recrystallized twice from ethanol (200 ml) to give 3-(S)-amino-1-ethoxycarbonylmethyl-2,3,4,5-tetrahydro-1H-[1]benzazepin-2-one tartrate salt. This was dissolved in H2O (100 ml) and the pH adjusted to 9 with... Conditions: time 8 hour. The solvent is C(C)O (ethanol).